From a dataset of the Open Reaction Database (ORD), a public repository of structured organic reaction records. describe an organic reaction: reactants, conditions, products, and yield Starting materials: [Br-], CCCC[Sn](Cl)(CCCC)CCCC, CC(C)[Mg+], ClCCl, Ic1cn(C(c2ccccc2)(c2ccccc2)c2ccccc2)cn1. Product: CCCC[Sn](CCCC)(CCCC)c1cn(C(c2ccccc2)(c2ccccc2)c2ccccc2)cn1. Reaction SMILES: [Br-:26].[CH2:31]([CH2:32][CH2:33][CH3:34])[Sn:35]([CH2:36][CH2:37][CH2:38][CH3:39])([CH2:40][CH2:41][CH2:42][CH3:43])[Cl:44].[CH:27]([Mg+:28])([CH3:29])[CH3:30].[Cl:45][CH2:46][Cl:47].[I:1][c:2]1[n:3][cH:4][n:5]([C:7]([c:8]2[cH:9][cH:10][cH:11][cH:12][cH:13]2)([c:14]2[cH:15][cH:16][cH:17][cH:18][cH:19]2)[c:20]2[cH:21][cH:22][cH:23][cH:24][cH:25]2)[cH:6]1>>[c:2]1([Sn:35]([CH2:31][CH2:32][CH2:33][CH3:34])([CH2:36][CH2:37][CH2:38][CH3:39])[CH2:40][CH2:41][CH2:42][CH3:43])[n:3][cH:4][n:5]([C:7]([c:8]2[cH:9][cH:10][cH:11][cH:12][cH:13]2)([c:14]2[cH:15][cH:16][cH:17][cH:18][cH:19]2)[c:20]2[cH:21][cH:22][cH:23][cH:24][cH:25]2)[cH:6]1.